Dataset: the Open Reaction Database (ORD), a public repository of structured organic reaction records. Task: describe an organic reaction: reactants, conditions, products, and yield The reactants are ClCCBr, CC(C)N1Cc2c(F)cccc2NS1(=O)=O, [H-], [Na+], CN(C)C=O. Yields the product CC(C)N1Cc2c(F)cccc2N(CCCl)S1(=O)=O. As a reaction SMILES: [Cl:19][CH2:20][CH2:21][Br:22].[F:1][c:2]1[cH:3][cH:4][cH:5][c:6]2[c:7]1[CH2:8][N:9]([CH:14]([CH3:15])[CH3:16])[S:10](=[O:12])(=[O:13])[NH:11]2.[H-:18].[Na+:17].[O:23]=[CH:24][N:25]([CH3:26])[CH3:27]>>[F:1][c:2]1[cH:3][cH:4][cH:5][c:6]2[c:7]1[CH2:8][N:9]([CH:14]([CH3:15])[CH3:16])[S:10](=[O:12])(=[O:13])[N:11]2[CH2:21][CH2:20][Cl:19]. Reactants: [H-].[Na+] (sodium hydride), BrC1=CC=C(C=C1)C=1C(=C(C=CC1)O)C(=O)ON(C)C (3-(4-bromophenyl)-2-(N,N-dimethylaminooxycarbonyl)-phenol), CS(=O)(=O)C1=NC(=CC(=N1)OC)OC (2-methylsulfonyl-4,6-dimethoxypyrimidine). Solvent: CN(C=O)C (dimethylformamide). Run at temperature 30 celsius, time 3 hour. Yields the product BrC1=CC=C(C=C1)C1=CC=CC(=C1C(=O)ON(C)C)OC1=NC(=CC(=N1)OC)OC (6-(4-Bromophenyl)-2-(4,6-dimethoxypyrimidin-2-yloxy)-1-(N,N-dimethylaminooxycarbonyl)-benzene). Reaction SMILES: [H-].[Na+].[Br:3][C:4]1[CH:9]=[CH:8][C:7]([C:10]2[C:11]([C:17]([O:19][N:20]([CH3:22])[CH3:21])=[O:18])=[C:12]([OH:16])[CH:13]=[CH:14][CH:15]=2)=[CH:6][CH:5]=1.CS([C:27]1[N:32]=[C:31]([O:33][CH3:34])[CH:30]=[C:29]([O:35][CH3:36])[N:28]=1)(=O)=O>CN(C)C=O>[Br:3][C:4]1[CH:5]=[CH:6][C:7]([C:10]2[C:11]([C:17]([O:19][N:20]([CH3:22])[CH3:21])=[O:18])=[C:12]([O:16][C:27]3[N:32]=[C:31]([O:33][CH3:34])[CH:30]=[C:29]([O:35][CH3:36])[N:28]=3)[CH:13]=[CH:14][CH:15]=2)=[CH:8][CH:9]=1 |f:0.1|. Reported procedure: At 10° C., 0.30 g (0.01 mol) of sodium hydride (80% strength) is added to a solution of 3.35 g (10 mmol) of 3-(4-bromophenyl)-2-(N,N-dimethylaminooxycarbonyl)-phenol in 25 ml of dried dimethylformamide, and the mixture is stirred for 3 hours at 30° C. Subsequently, 2.18 g (0.01 mol) of 2-methylsulfonyl-4,6-dimethoxypyrimidine is added and the mixture stirred for 12 hours at room temperature. Working up in accordance with Example 4 gives a colorless solid. Reactants: C1=CC(=CC=C1O)Br (p-bromophenol), C[Si](C)(C)Cl (trimethylsilyl chloride), solution, C(C)(C)[Mg]Cl (isopropyl magnesium chloride), [Mg] (magnesium), BrCCBr (1,2-dibromoethane). Run in O1CCCC1 (tetrahydrofuran), O1CCCC1 (tetrahydrofuran). Product: C[Si](OC1=CC=C(C=C1)[Mg]Br)(C)C (4-trimethylsilyloxy-phenyl magnesium bromide). RXN SMILES: [CH:1]1[C:6]([OH:7])=[CH:5]C=C(Br)C=1.[CH3:9][Si:10](Cl)([CH3:12])[CH3:11].[CH:14]([Mg:17]Cl)([CH3:16])[CH3:15].[Mg].[Br:20]CCBr>O1CCCC1>[CH3:9][Si:10]([CH3:12])([CH3:11])[O:7][C:6]1[CH:1]=[CH:16][C:14]([Mg:17][Br:20])=[CH:15][CH:5]=1. Procedure: A solution of 7.8 g of p-bromophenol in 15 ml of tetrahydrofuran and then 5.75 ml of trimethylsilyl chloride were added to 50 ml of a solution of 0.9M of isopropyl magnesium chloride per liter of tetrahydrofuran and the resulting solution was poured over 1.2 g of magnesium turnings. A little 1,2-dibromoethane and then 2 ml of hexamethylphosphortriamide were added to the mixture which was refluxed for 21/2 hours to obtain a solution of 4-trimethylsilyloxy-phenyl magnesium bromide. Starting materials: CCCCCCCCc1cccs1, CN(C)C=O, O=P(Cl)(Cl)Cl. The product is CCCCCCCCc1ccc(C=O)s1. RXN SMILES: [CH2:1]([CH2:2][CH2:3][CH2:4][CH2:5][CH2:6][CH2:7][CH3:8])[c:9]1[s:10][cH:11][cH:12][cH:13]1.[CH3:19][N:20]([CH:21]=[O:22])[CH3:23].[P:14]([Cl:15])([Cl:16])([Cl:17])=[O:18]>>[CH2:1]([CH2:2][CH2:3][CH2:4][CH2:5][CH2:6][CH2:7][CH3:8])[c:9]1[s:10][c:11]([CH:21]=[O:22])[cH:12][cH:13]1. Reactants: COC1=CC=C(C(=O)N(C2=NC3=CC=C(C=C3C(=C2C#N)NCC=2SC=CC2)N(C)C)C(C2=CC=C(C=C2)OC)=O)C=C1 (4-methoxy-N-(4-methoxybenzoyl)-N-(6-dimethylamino-4-[2-thienylmethylamino]-3-cyanoquinolin-2-yl)benzamide), C(O)([O-])=O.[Na+] (sodium hydrogen carbonate), C(C)(=O)O (acetic acid). Solvent: C(C)#N (acetonitrile), [OH-].[K+] (potassium hydroxide). The product is COC1=CC=C(C(=O)NC2=NC3=CC=C(C=C3C(=C2C#N)NCC=2SC=CC2)N(C)C)C=C1 (4-Methoxy-N-(6-dimethylamino-4-[2-thienylmethylamino]-3-cyanoquinolin-2-yl)benzamide). As a reaction SMILES: [CH3:1][O:2][C:3]1[CH:43]=[CH:42][C:6]([C:7]([N:9](C(=O)C2C=CC(OC)=CC=2)[C:10]2[C:19]([C:20]#[N:21])=[C:18]([NH:22][CH2:23][C:24]3[S:25][CH:26]=[CH:27][CH:28]=3)[C:17]3[C:12](=[CH:13][CH:14]=[C:15]([N:29]([CH3:31])[CH3:30])[CH:16]=3)[N:11]=2)=[O:8])=[CH:5][CH:4]=1.C(O)(=O)C.C(=O)([O-])O.[Na+]>C(#N)C.[OH-].[K+]>[CH3:1][O:2][C:3]1[CH:4]=[CH:5][C:6]([C:7]([NH:9][C:10]2[C:19]([C:20]#[N:21])=[C:18]([NH:22][CH2:23][C:24]3[S:25][CH:26]=[CH:27][CH:28]=3)[C:17]3[C:12](=[CH:13][CH:14]=[C:15]([N:29]([CH3:30])[CH3:31])[CH:16]=3)[N:11]=2)=[O:8])=[CH:42][CH:43]=1 |f:2.3,5.6|. Procedure details: To the solution of 2.3 g of 4-methoxy-N-(4-methoxybenzoyl)-N-(6-dimethylamino-4-[2-thienylmethylamino]-3-cyanoquinolin-2-yl)benzamide in 20 mL of acetonitrile, 5 mL of 1N methanolic potassium hydroxide solution is added. The reaction mixture is heated under reflux conditions for 10 minutes, 1.5 mL of glacial acetic acid is added to it, then it is neutralized with 15 mL of 1M sodium hydrogen carbonate solution. The precipitate is filtered off, the yellow crystalline material is recrystallized fro... The reactants are BrC=1C=C(C=NC1)CO ((5-Bromo-pyridin-3-yl)-methanol), [H-].[Na+] (NaH), BrCC(=O)OCC1=CC=CC=C1 (Benzyl bromoacetate). Solvent: C1CCOC1 (THF). Run at time 30 minute. The product is C(C1=CC=CC=C1)OC(COCC=1C=NC=C(C1)Br)=O ((5-bromo-pyridin-3-ylmethoxy)-acetic acid benzyl ester). Isolated yield 22.9%. As a reaction SMILES: [Br:1][C:2]1[CH:3]=[C:4]([CH2:8][OH:9])[CH:5]=[N:6][CH:7]=1.[H-].[Na+].Br[CH2:13][C:14]([O:16][CH2:17][C:18]1[CH:23]=[CH:22][CH:21]=[CH:20][CH:19]=1)=[O:15]>C1COCC1>[CH2:17]([O:16][C:14](=[O:15])[CH2:13][O:9][CH2:8][C:4]1[CH:5]=[N:6][CH:7]=[C:2]([Br:1])[CH:3]=1)[C:18]1[CH:23]=[CH:22][CH:21]=[CH:20][CH:19]=1 |f:1.2|. Procedure: (5-Bromo-pyridin-3-yl)-methanol (25.0 g, 0.13 mol) is added to a solution of NaH (6.45 g, 0.27 mol) in THF (500 ml) at 0° C. and stirred at room temperature for 30 min. Benzyl bromoacetate (34.4 g, 0.15 mol) is added to this solution at 0° C. and stirred at room temperature overnight. The mixture is quenched with water and diluted with DCM. The organic layer is dried over Na2SO4 and concentrated in vacuo. The product is chromatographed on silica gel to give (5-bromo-pyridin-3-ylmethoxy)-acetic a...